Dataset: the Open Reaction Database (ORD), a public repository of structured organic reaction records. Task: describe an organic reaction: reactants, conditions, products, and yield Starting materials: C(C)(C)(C)OC(=O)N(C)C1CNCC1 (3-[N-(tert-butoxycarbonyl)-N-methylamino]pyrrolidine), C(C)(C)(C)OC(=O)N(C)C1CN(CC1)S(=O)(=O)C=1C=2C(=CN=C(C2C=CC1)Cl)Br (3-[N-(tert-Butoxycarbonyl)-N-methylamino]-1-(1-chloro-4-bromo-5-isoquinolinesulfonyl)pyrrolidine), C(C)(C)(C)OC(=O)N(C)C1CN(CC1)S(=O)(=O)C=1C=2C(=CN=C(C2C=CC1)Cl)Br (3-[N-(tert-Butoxycarbonyl)-N-methylamino]-1-(1-chloro-4-bromo-5-isoquinolinesulfonyl)pyrrolidine), C(C)(C)(C)OC(=O)N(C)[C@@H]1CNCC1 ((S)-3-[N-(tert-butoxycarbonyl)-N-methylamino]pyrrolidine). Yields the product OC1=NC=C(C=2C(=CC=CC12)S(=O)(=O)N1CC(CC1)NC)Br ((R/S)-1-(1-Hydroxy-4-bromo-5-isoquinolinesulfonyl)-3-(methylamino)pyrrolidine), Cl (hydrochloride). Reaction SMILES: C(OC([N:8]([CH:10]1[CH2:14][CH2:13][N:12]([S:15]([C:18]2[C:19]3[C:20]([Br:29])=[CH:21][N:22]=[C:23]([Cl:28])[C:24]=3[CH:25]=[CH:26][CH:27]=2)(=[O:17])=[O:16])[CH2:11]1)[CH3:9])=O)(C)(C)C.C([O:34]C(N(C1CCNC1)C)=O)(C)(C)C.C(OC(N([C@H]1CCNC1)C)=O)(C)(C)C>>[OH:34][C:23]1[C:24]2[CH:25]=[CH:26][CH:27]=[C:18]([S:15]([N:12]3[CH2:13][CH2:14][CH:10]([NH:8][CH3:9])[CH2:11]3)(=[O:17])=[O:16])[C:19]=2[C:20]([Br:29])=[CH:21][N:22]=1.[ClH:28]. Procedure: 3-[N-(tert-Butoxycarbonyl)-N-methylamino]-1-(1-chloro-4-bromo-5-isoquinolinesulfonyl)pyrrolidine (Intermediate 24) can be prepared by using 3-[N-(tert-butoxycarbonyl)-N-methylamino]pyrrolidine in the method of Example 35-1, Step A instead of (S)-3-[N-(tert-butoxycarbonyl)-N-methylamino]pyrrolidine, and then used in the method of Example 35-1, Step Bin a similar manner to obtain the title compound as hydrochloride. Yield: 90.1%. As a reaction SMILES: [OH:1][C:2]1[CH:11]=[CH:10][C:9]([CH3:12])=[C:8]2[C:3]=1[CH:4]=[C:5]([CH3:14])[C:6](=[O:13])[NH:7]2.Cl[CH2:16][C:17]([CH3:19])=[CH2:18]>>[CH3:18][C:17](=[CH2:16])[CH2:19][O:1][C:2]1[CH:11]=[CH:10][C:9]([CH3:12])=[C:8]2[C:3]=1[CH:4]=[C:5]([CH3:14])[C:6](=[O:13])[NH:7]2. The product is CC(COC1=C2C=C(C(NC2=C(C=C1)C)=O)C)=C (5-(2-Methyl-2-propenyl)oxy-3,8-dimethylcarbostyril). The reactants are OC1=C2C=C(C(NC2=C(C=C1)C)=O)C (5-hydroxy-3,8-dimethylcarbostyril), crystals, ClCC(=C)C (3-chloro-2-methyl-1-propene). Procedure: Reaction, post-treatment, and recrystallization (chloroform-n-hexane) were performed in a manner similar to that described in Reference Example 31 using 5-hydroxy-3,8-dimethylcarbostyril (3 g, 15.87 mmol) and 3-chloro-2-methyl-1-propene (1.58 g, 17.46 mmol). As a result, 3.48 g of the title compound was obtained as pale brown crystals (90.2%). Reactants: Cn1nc(C(F)(F)F)cc1Oc1cnnc(Oc2cc(C(F)(F)F)nn2C)c1, CS(C)=O, Cl, [Na+], [OH-], O. Product: Cn1nc(C(F)(F)F)cc1Oc1cc(O)cnn1. Reaction SMILES: [CH3:1][n:2]1[n:3][c:4]([C:25]([F:26])([F:27])[F:28])[cH:5][c:6]1[O:7][c:8]1[n:9][n:10][cH:11][c:12]([O:14][c:15]2[n:16]([CH3:17])[n:18][c:19]([C:20]([F:21])([F:22])[F:23])[cH:24]2)[cH:13]1.[CH3:33][S:34]([CH3:35])=[O:36].[ClH:32].[Na+:30].[OH-:29].[OH2:31]>>[CH3:1][n:2]1[n:3][c:4]([C:25]([F:26])([F:27])[F:28])[cH:5][c:6]1[O:7][c:8]1[n:9][n:10][cH:11][c:12]([OH:14])[cH:13]1. Reactants: [O-]P(=O)([O-])[O-].[K+].[K+].[K+] (K3PO4), COC1=CC=C(COC=2C=C(C=CC2Cl)C2=C(C=CC(=N2)C(=O)OC)OS(=O)(=O)C(F)(F)F)C=C1 (methyl 6-[3-[(4-methoxybenzyl)oxy]-4-chlorophenyl]-5-{[(trifluoromethyl)sulfonyl]oxy}pyridine-2-carboxylate), CC1=C(C=CC=C1)B(O)O (2-methylphenylboronic acid), 1/1/2, CCOCC.CCOC(=O)C.O (ether EtOAc water). Reagents/catalysts: C=1C=CC(=CC1)[P](C=2C=CC=CC2)(C=3C=CC=CC3)[Pd]([P](C=4C=CC=CC4)(C=5C=CC=CC5)C=6C=CC=CC6)([P](C=7C=CC=CC7)(C=8C=CC=CC8)C=9C=CC=CC9)[P](C=1C=CC=CC1)(C=1C=CC=CC1)C=1C=CC=CC1 (Pd(PPh3)4). Run in CN(C)C=O (DMF). Conditions: temperature 90 celsius, time 18 hour. The product is COC1=CC=C(COC=2C=C(C=CC2Cl)C2=C(C=CC(=N2)C(=O)OC)C2=C(C=CC=C2)C)C=C1 (Methyl 6-[3-[(4-methoxybenzyl)]oxy-4-chlorophenyl]-5-(2-methylphenyl)pyridine-2-carboxylate). As a reaction SMILES: [CH3:1][O:2][C:3]1[CH:35]=[CH:34][C:6]([CH2:7][O:8][C:9]2[CH:10]=[C:11]([C:16]3[N:21]=[C:20]([C:22]([O:24][CH3:25])=[O:23])[CH:19]=[CH:18][C:17]=3OS(C(F)(F)F)(=O)=O)[CH:12]=[CH:13][C:14]=2[Cl:15])=[CH:5][CH:4]=1.[CH3:36][C:37]1[CH:42]=[CH:41][CH:40]=[CH:39][C:38]=1B(O)O.[O-]P([O-])([O-])=O.[K+].[K+].[K+].CCOCC.CCOC(C)=O.O>CN(C=O)C.C1C=CC([P]([Pd]([P](C2C=CC=CC=2)(C2C=CC=CC=2)C2C=CC=CC=2)([P](C2C=CC=CC=2)(C2C=CC=CC=2)C2C=CC=CC=2)[P](C2C=CC=CC=2)(C2C=CC=CC=2)C2C=CC=CC=2)(C2C=CC=CC=2)C2C=CC=CC=2)=CC=1>[CH3:1][O:2][C:3]1[CH:4]=[CH:5][C:6]([CH2:7][O:8][C:9]2[CH:10]=[C:11]([C:16]3[N:21]=[C:20]([C:22]([O:24][CH3:25])=[O:23])[CH:19]=[CH:18][C:17]=3[C:38]3[CH:39]=[CH:40][CH:41]=[CH:42][C:37]=3[CH3:36])[CH:12]=[CH:13][C:14]=2[Cl:15])=[CH:34][CH:35]=1 |f:2.3.4.5,6.7.8,^1:74,76,95,114|. Reported procedure: A solution of 2.6 g (4.88 mmol) of methyl 6-[3-[(4-methoxybenzyl)oxy]-4-chlorophenyl]-5-{[(trifluoromethyl)sulfonyl]oxy}pyridine-2-carboxylate (Example 1.4) and 880 mg (6.48 mmol) of 2-methylphenylboronic acid in 20 mL of anhydrous DMF is stirred for 15 minutes while sparging with argon, followed by addition of 1.27 g (6 mmol) of anhydrous K3PO4 and 0.58 g (0.5 mmol) of Pd(PPh3)4, and the reaction mixture is stirred for 18 hours at 90° C. under argon. The reaction medium is then poured at room t...